Dataset: the Open Reaction Database (ORD), a public repository of structured organic reaction records. Task: describe an organic reaction: reactants, conditions, products, and yield The reactants are FC=1C=CC(=C(C(=O)NC2=CC=C(C=N2)C(=O)O)C1)C (6-[(5-fluoro-2-methyl-benzoyl)amino]pyridine-3-carboxylic acid), S(=O)(Cl)Cl (thionyl chloride), S(=O)(Cl)Cl (thionyl chloride). The product is FC=1C=CC(=C(C(=O)NC2=CC=C(C=N2)C(=O)Cl)C1)C (6-[(5-Fluoro-2-methylbenzoyl)amino]pyridine-3-carbonyl chloride). RXN SMILES: [F:1][C:2]1[CH:3]=[CH:4][C:5]([CH3:20])=[C:6]([CH:19]=1)[C:7]([NH:9][C:10]1[N:15]=[CH:14][C:13]([C:16](O)=[O:17])=[CH:12][CH:11]=1)=[O:8].S(Cl)([Cl:23])=O>>[F:1][C:2]1[CH:3]=[CH:4][C:5]([CH3:20])=[C:6]([CH:19]=1)[C:7]([NH:9][C:10]1[N:15]=[CH:14][C:13]([C:16]([Cl:23])=[O:17])=[CH:12][CH:11]=1)=[O:8]. Procedure details: A mixture of 6.2 g of 6-[(5-fluoro-2-methyl-benzoyl)amino]pyridine-3-carboxylic acid and 23 ml of thionyl chloride is refluxed for 1 hour. An additional 12 ml of thionyl chloride is added and the mixture refluxed for 0.5 hour. The mixture is concentrated to dryness under vacuum and 30 ml of toluene added to the residue. The toluene is removed under vacuum and the process (add toluene and remove) is repeated to give 7.7 g of crude product as a solid. RXN SMILES: [C:1]([CH3:2])([CH3:3])([CH3:4])[c:5]1[cH:6][cH:7][c:8]([C:11]([CH2:12][CH2:13][Cl:14])=[O:15])[cH:9][cH:10]1.[S:16](=[O:17])(=[O:18])([OH:19])[OH:20]>>[C:1]([CH3:2])([CH3:3])([CH3:4])[c:5]1[cH:6][cH:7][c:8]2[c:9]([cH:10]1)[CH2:13][CH2:12][C:11]2=[O:15]. Product: CC(C)(C)c1ccc2c(c1)CCC2=O. Starting materials: CC(C)(C)c1ccc(C(=O)CCCl)cc1, O=S(=O)(O)O.